This data is from the Open Reaction Database (ORD), a public repository of structured organic reaction records. The task is: describe an organic reaction: reactants, conditions, products, and yield The reactants are CCOC(=O)CC(CCCNC(=O)c1csc(NC(=O)NCc2ccccc2)n1)c1ccccc1, CCO, [Na+], [OH-]. The product is O=C(O)CC(CCCNC(=O)c1csc(NC(=O)NCc2ccccc2)n1)c1ccccc1. RXN SMILES: [CH2:1]([c:2]1[cH:3][cH:4][cH:5][cH:6][cH:7]1)[NH:8][C:9]([NH:10][c:11]1[s:12][cH:13][c:14]([C:16](=[O:17])[NH:18][CH2:19][CH2:20][CH2:21][CH:22]([CH2:23][C:24](=[O:25])[O:26][CH2:27][CH3:28])[c:29]2[cH:30][cH:31][cH:32][cH:33][cH:34]2)[n:15]1)=[O:35].[CH3:38][CH2:39][OH:40].[Na+:37].[OH-:36]>>[CH2:1]([c:2]1[cH:3][cH:4][cH:5][cH:6][cH:7]1)[NH:8][C:9]([NH:10][c:11]1[s:12][cH:13][c:14]([C:16](=[O:17])[NH:18][CH2:19][CH2:20][CH2:21][CH:22]([CH2:23][C:24](=[O:25])[OH:26])[c:29]2[cH:30][cH:31][cH:32][cH:33][cH:34]2)[n:15]1)=[O:35]. Reactants: Cl.NC1(CCC(CC1)OC1=NC=NC=2SC=3CC[C@@H](C3C12)C[C@@H](CC)O)CC ((2R)-1-[(3R)-12-[(4-amino-4-ethylcyclohexyl)oxy]-7-thia-9,11-diazatricyclo[6.4.0.0[2,6]]dodeca-1(8),2(6),9,11-tetraen-3-yl]butan-2-ol hydrochloride), C=O (HCHO), [BH3-]C#N.[Na+] (NaBH3CN). Solvent: CO (methanol). Reaction conditions: time 2 hour. Yields the product CN(C1(CCC(CC1)OC1=NC=NC=2SC=3CC[C@@H](C3C12)C[C@@H](CC)O)CC)C ((2R)-1-[(3R)-12-[[4-(dimethylamino)-4-ethylcyclohexyl]oxy]-7-thia-9,11-diazatricyclo[6.4.0.0[2,6]]dodeca-1(8),2(6),9,11-tetraen-3-yl]butan-2-ol). RXN SMILES: Cl.N[C:3]1([CH2:27][CH3:28])[CH2:8][CH2:7][CH:6]([O:9][C:10]2[C:21]3[C:20]4[C@@H:19]([CH2:22][C@H:23]([OH:26])[CH2:24][CH3:25])[CH2:18][CH2:17][C:16]=4[S:15][C:14]=3[N:13]=[CH:12][N:11]=2)[CH2:5][CH2:4]1.[CH2:29]=O.[BH3-][C:32]#[N:33].[Na+]>CO>[CH3:29][N:33]([CH3:32])[C:3]1([CH2:27][CH3:28])[CH2:8][CH2:7][CH:6]([O:9][C:10]2[C:21]3[C:20]4[C@@H:19]([CH2:22][C@H:23]([OH:26])[CH2:24][CH3:25])[CH2:18][CH2:17][C:16]=4[S:15][C:14]=3[N:13]=[CH:12][N:11]=2)[CH2:5][CH2:4]1 |f:0.1,3.4|. Procedure details: A solution of (2R)-1-[(3R)-12-[(4-amino-4-ethylcyclohexyl)oxy]-7-thia-9,11-diazatricyclo[6.4.0.0[2,6]]dodeca-1(8),2(6),9,11-tetraen-3-yl]butan-2-ol hydrochloride (90 mg, 0.21 mmol, 1.00 equiv) and HCHO (0.8 mL)(37%) in methanol (6 mL) was stirred at room temperature for 0.5 h. Then NaBH3CN (72.88 mg, 1.16 mmol, 5.49 equiv) was added. The resulting solution was allowed to react, with stirring, for an additional 2 h at room temperature. The reaction was then quenched by the addition of 20 mL of wa... Starting materials: [N+](=O)(O)[O-] (nitric acid), C(C)(=O)N1CC(OC2=C1C=C(C=C2)NC(C(F)(F)F)=O)(C)C (4-acetyl-3,4-dihydro-2,2-dimethyl-6-trifluoroacetylamino-2H-1,4-benzoxazine), ice water. Run in C(C)(=O)O (acetic acid), C(C)(=O)O (acetic acid). Reaction conditions: time 2 hour. Product: C(C)(=O)N1CC(OC2=C1C=C(C(=C2)[N+](=O)[O-])NC(C(F)(F)F)=O)(C)C (4-acetyl-3,4-dihydro-2,2-dimethyl-7-nitro-6-trifluoroacetylamino-2H-1,4-benzoxazine). As a reaction SMILES: [C:1]([N:4]1[C:9]2[CH:10]=[C:11]([NH:14][C:15](=[O:20])[C:16]([F:19])([F:18])[F:17])[CH:12]=[CH:13][C:8]=2[O:7][C:6]([CH3:22])([CH3:21])[CH2:5]1)(=[O:3])[CH3:2].[N+:23]([O-])([OH:25])=[O:24]>C(O)(=O)C>[C:1]([N:4]1[C:9]2[CH:10]=[C:11]([NH:14][C:15](=[O:20])[C:16]([F:18])([F:19])[F:17])[C:12]([N+:23]([O-:25])=[O:24])=[CH:13][C:8]=2[O:7][C:6]([CH3:22])([CH3:21])[CH2:5]1)(=[O:3])[CH3:2]. Procedure: To a solution of 22.0 g 4-acetyl-3,4-dihydro-2,2-dimethyl-6-trifluoroacetylamino-2H-1,4-benzoxazine in 100 ml acetic acid, was added dropwise a solution of 3.7 ml fuming nitric acid in 50 ml acetic acid, and the resulting solution was stirred at room temperature for two hours. The reaction mixture was poured into 600 ml ice water, the crystals which separated out were collected by filtration, and recrystallized from 100 ml ethanol, giving 21.6 g of 4-acetyl-3,4-dihydro-2,2-dimethyl-7-nitro-6-tri... Starting materials: OC1=C2C(C=C(OC2=CC(=C1)O)C)=S (5,7-dihydroxy-2-methylthiochromone), C([O-])([O-])=O.[K+].[K+] (potassium carbonate), C(C)(C)I (isopropyl iodide). The solvent is CN(C)C=O (DMF). Run at temperature 60 celsius, time 30 minute. Yields the product OC1=C2C(C=C(OC2=CC(=C1)OC(C)C)C)=S (5-hydroxy-7-isopropoxy-2-methylthiochromone). The yield is 88.3%. RXN SMILES: [OH:1][C:2]1[CH:11]=[C:10]([OH:12])[CH:9]=[C:8]2[C:3]=1[C:4](=[S:14])[CH:5]=[C:6]([CH3:13])[O:7]2.C(=O)([O-])[O-].[K+].[K+].[CH:21](I)([CH3:23])[CH3:22]>CN(C=O)C>[OH:1][C:2]1[CH:11]=[C:10]([O:12][CH:21]([CH3:23])[CH3:22])[CH:9]=[C:8]2[C:3]=1[C:4](=[S:14])[CH:5]=[C:6]([CH3:13])[O:7]2 |f:1.2.3|. Procedure: A mixture consisting of 6.88 g (30.35 mmol) 5,7-dihydroxy-2-methylthiochromone, 12.56 g (91.05 mmol) potassium carbonate, 6.07 ml (60.70 mmol) isopropyl iodide, and 150 ml DMF was stirred at 60° C. for 30 min. Subsequently, 5 added to the solution thus reacted. The product was extracted twice with ethyl acetate. organic layer was washed with saturated salt water and dried over sodium sulfate anhydride. The solvent was distilled out under reduced pressure. The resulting crude product was purified... Reactants: C(C=C)[Si](CCCC1=CC=C(C=C1)B(O)O)(C)CC=C (4-{3-[diallyl(methyl)silyl]propyl}phenylboronic acid), BrC1=CC=NC2=C3N=CC=C(C3=CC=C12)C1=CC=CC=C1 (4-bromo-7-phenyl-1,10-phenanthroline), C(=O)([O-])[O-].[Na+].[Na+] (Na2CO3), O.CO (H2O CH3OH), C(C=C)[Si](CCCC1=CC=C(C=C1)B(O)O)(C)CC=C (4-{3-[diallyl(methyl)silyl]propyl}phenylboronic acid), Pd(Ph3)4, ( 11 ). Run in C1(=CC=CC=C1)C (toluene). Reaction conditions: temperature 100 celsius. Yields the product C(C=C)[Si](CCCC1=CC=C(C=C1)C1=CC=NC2=C3N=CC=C(C3=CC=C12)C1=CC=CC=C1)(C)CC=C (4-(4-{3-[diallyl(methyl)silyl]propyl}phenyl)-7-phenyl-1,10-phenanthroline). RXN SMILES: [CH2:1]([Si:4]([CH2:18][CH:19]=[CH2:20])([CH3:17])[CH2:5][CH2:6][CH2:7][C:8]1[CH:13]=[CH:12][C:11](B(O)O)=[CH:10][CH:9]=1)[CH:2]=[CH2:3].Br[C:22]1[C:35]2[C:26](=[C:27]3[C:32](=[CH:33][CH:34]=2)[C:31]([C:36]2[CH:41]=[CH:40][CH:39]=[CH:38][CH:37]=2)=[CH:30][CH:29]=[N:28]3)[N:25]=[CH:24][CH:23]=1.C([O-])([O-])=O.[Na+].[Na+].O.CO>C1(C)C=CC=CC=1>[CH2:1]([Si:4]([CH2:18][CH:19]=[CH2:20])([CH3:17])[CH2:5][CH2:6][CH2:7][C:8]1[CH:13]=[CH:12][C:11]([C:22]2[C:35]3[C:26](=[C:27]4[C:32](=[CH:33][CH:34]=3)[C:31]([C:36]3[CH:37]=[CH:38][CH:39]=[CH:40][CH:41]=3)=[CH:30][CH:29]=[N:28]4)[N:25]=[CH:24][CH:23]=2)=[CH:10][CH:9]=1)[CH:2]=[CH2:3] |f:2.3.4,5.6|. Reported procedure: 4-{3-[diallyl(methyl)silyl]propyl}phenylboronic acid is made by the method of Casado and Stobart (Casado, M. A.; Stobart, S. R., Org. Lett., 2 (11), 2000, 1549-1552). 4-{3-[diallyl(methyl)silyl]propyl}phenylboronic acid (0.576 g) and a solution of Pd(Ph3)4 (58 mg) in 5 mL of degassed toluene is placed in a 50 mL Schlenk tube. The mixture is purged with nitrogen, after which a solution of 4-bromo-7-phenyl-1,10-phenanthroline (0.670 g) and Na2CO3 (428 mg, 4 mmol) in 5 mL of degassed 4:1 H2O/CH3OH ... The reactants are I.ClC1=C(C=NNC(SC)=N)C(=CC=C1)Cl (methyl 3-(2,6-dichlorobenzylidene)thiocarbazimidate hydriodide), NCC=1C=NC=CC1 (3-(aminomethyl)pyridine), C(C)O (ethanol). Solvent: O (water). Yields the product ClC1=C(C=NNC(=N)NCC=2C=NC=CC2)C(=CC=C1)Cl (1-(2,6-Dichlorobenzylideneamino)-3-(3-pyridylmethyl)guanidine). As a reaction SMILES: I.[Cl:2][C:3]1[CH:15]=[CH:14][CH:13]=[C:12]([Cl:16])[C:4]=1[CH:5]=[N:6][NH:7][C:8](=[NH:11])SC.[NH2:17][CH2:18][C:19]1[CH:20]=[N:21][CH:22]=[CH:23][CH:24]=1.C(O)C>O>[Cl:2][C:3]1[CH:15]=[CH:14][CH:13]=[C:12]([Cl:16])[C:4]=1[CH:5]=[N:6][NH:7][C:8]([NH:17][CH2:18][C:19]1[CH:20]=[N:21][CH:22]=[CH:23][CH:24]=1)=[NH:11] |f:0.1|. Procedure details: A mixture of 5.85 g. of methyl 3-(2,6-dichlorobenzylidene)thiocarbazimidate hydriodide, 3.24 g. of 3-(aminomethyl)pyridine and 25 ml. of absolute ethanol is heated under reflux for 24 hours and diluted while hot with 75 ml. of water. After cooling, an oil separates and crystallizes. The mixture is chilled overnight and the crystals are separated and recrystallized from 100 ml. of 50% aqueous ethanol to give the desired product as pale yellow crystals, m.p. 148°-151° C. Reactants: Cl[Si](C1C(=CC2=C(C=CC=C12)C1=CC=CC=C1)C)(C)C (chlorodimethyl(2-methyl-4-phenyl-1H-indenyl)silane), CC1=C(C(=C([CH-]1)C)C)C.[Na+] (sodium (tetramethylcyclopentadienide)). Run in O1CCCC1 (tetrahydrofuran). Conditions: time 23 hour. Product: C[Si](C1C(=C(C(=C1C)C)C)C)(C1C(=CC2=C(C=CC=C12)C1=CC=CC=C1)C)C (Dimethyl(2-methyl-4-phenyl-1H-indenyl)(2,3,4,5-tetramethylcyclopentadienyl)silane). As a reaction SMILES: Cl[Si:2]([CH3:20])([CH3:19])[CH:3]1[C:11]2[C:6](=[C:7]([C:12]3[CH:17]=[CH:16][CH:15]=[CH:14][CH:13]=3)[CH:8]=[CH:9][CH:10]=2)[CH:5]=[C:4]1[CH3:18].[CH3:21][C:22]1[CH-:26][C:25]([CH3:27])=[C:24]([CH3:28])[C:23]=1[CH3:29].[Na+]>O1CCCC1>[CH3:19][Si:2]([CH3:20])([CH:3]1[C:11]2[C:6](=[C:7]([C:12]3[CH:17]=[CH:16][CH:15]=[CH:14][CH:13]=3)[CH:8]=[CH:9][CH:10]=2)[CH:5]=[C:4]1[CH3:18])[CH:26]1[C:25]([CH3:27])=[C:24]([CH3:28])[C:23]([CH3:29])=[C:22]1[CH3:21] |f:1.2|. Reported procedure: To a light yellow solution of chlorodimethyl(2-methyl-4-phenyl-1H-indenyl)silane (9.40 g, 31.4 mmol, 1.00 eq.) in tetrahydrofuran (40 ml) at −30° C. was added sodium (tetramethylcyclopentadienide) (4.76 g, 33.0 mmol, 1.05 equiv.) in portions to give a cloudy orange solution. The reaction was allowed to warm to room temperature and stirred for 23 hours. The mixture was evaporated under vacuum, leaving an orange residue. The residue was extracted with pentane (50 ml) and the extract was filtered t... RXN SMILES: [Br:1][C:2]1[CH:31]=[C:30](N)[C:5]2[O:6][CH2:7][C:8]3[CH:29]=[CH:28][CH:27]=[CH:26][C:9]=3[CH:10]([C:11]([NH:13][C:14]3[C:19]([CH:20]([CH3:22])[CH3:21])=[CH:18][CH:17]=[CH:16][C:15]=3[CH:23]([CH3:25])[CH3:24])=[O:12])[C:4]=2[CH:3]=1.[C:33]([BH3-])#[N:34].[Na+].[CH3:37]C1C(Br)=C(O)C(Br)=CC=1C1(C2C=C(Br)C(O)=C(Br)C=2C)OS(=O)(=O)C2C=CC=CC1=2.Cl.C(O)C.C=O>CO>[Br:1][C:2]1[CH:31]=[C:30]([N:34]([CH3:33])[CH3:37])[C:5]2[O:6][CH2:7][C:8]3[CH:29]=[CH:28][CH:27]=[CH:26][C:9]=3[CH:10]([C:11]([NH:13][C:14]3[C:19]([CH:20]([CH3:22])[CH3:21])=[CH:18][CH:17]=[CH:16][C:15]=3[CH:23]([CH3:25])[CH3:24])=[O:12])[C:4]=2[CH:3]=1 |f:1.2,4.5|. Product: BrC1=CC2=C(OCC3=C(C2C(=O)NC2=C(C=CC=C2C(C)C)C(C)C)C=CC=C3)C(=C1)N(C)C (2-bromo-6,11-dihydro-N-(2,6-diisopropylphenyl)-4-dimethylaminodibenz[b,e]oxepin-11-carboxamide). Procedure: After 2.12 g of 2-bromo-6,11-dihydro-N-(2,6-diisopropylphenyl)-4-aminodibenz[b,e]oxepin-11-carboxamide (Compound 54) obtained in Example 88 was dissolved in 80 ml of methanol. 1.35 g of sodium cyanoborohydride and a small amount of Bromocresol Green were added to the solution, and 5.8M hydrochloric acid-ethanol solution were added to the solution under ice cooling to render the solution yellow. While 1.74 g of 37% formalin was added dropwise to the mixture at room temperature, 5.8M hydrochloric ... The reactants are BrC1=CC2=C(OCC3=C(C2C(=O)NC2=C(C=CC=C2C(C)C)C(C)C)C=CC=C3)C(=C1)N (2-bromo-6,11-dihydro-N-(2,6-diisopropylphenyl)-4-aminodibenz[b,e]oxepin-11-carboxamide), BrC1=CC2=C(OCC3=C(C2C(=O)NC2=C(C=CC=C2C(C)C)C(C)C)C=CC=C3)C(=C1)N (2-bromo-6,11-dihydro-N-(2,6-diisopropylphenyl)-4-aminodibenz[b,e]oxepin-11-carboxamide), C(#N)[BH3-].[Na+] (sodium cyanoborohydride), CC1=C(C=C(C(=C1Br)O)Br)C2(C=3C=CC=CC3S(=O)(=O)O2)C=4C=C(C(=C(C4C)Br)O)Br (Bromocresol Green), Cl.C(C)O (hydrochloric acid ethanol), Cl.C(C)O (hydrochloric acid ethanol), C=O (formalin). Run in CO (methanol). The reactants are diethyl (N-cyanoimido)carbonate, C(C)O (ethanol), diethyl (N-cyanoimido)carbonate, N(C(=N)N)C=1SC=C(N1)CSCCN (2-guanidino-4-[(2-aminoethyl)thiomethyl]thiazole), C(C)O (ethanol), C(C)O (ethanol). The solvent is C(C)(=O)OCC (ethyl acetate). Conditions: temperature 20 celsius, time 30 minute. The product is N(C(=N)N)C=1SC=C(N1)CSCCNC(OCC)=NC#N (2-guanidino-4-[2-(3-cyano-2-ethylisoureido)ethylthiomethyl]thiazole). As a reaction SMILES: [NH:1]([C:5]1[S:6][CH:7]=[C:8]([CH2:10][S:11][CH2:12][CH2:13][NH2:14])[N:9]=1)[C:2]([NH2:4])=[NH:3].[CH2:15]([OH:17])[CH3:16]>C(OCC)(=O)C>[NH:1]([C:5]1[S:6][CH:7]=[C:8]([CH2:10][S:11][CH2:12][CH2:13][NH:14][C:5](=[N:1][C:2]#[N:3])[O:17][CH2:15][CH3:16])[N:9]=1)[C:2]([NH2:4])=[NH:3]. Procedure: To a stirred solution of diethyl (N-cyanoimido)carbonate (1.59 g.) in ethanol (15 ml.) at room temperature was added a solution of 2-guanidino-4-[(2-aminoethyl)thiomethyl]thiazole (2.58 g.) in ethanol (25 ml.) over 15 minutes with sufficient cooling to maintain the temperature at about 20° C. The solution was stirred at room temperature for a further 30 minutes and then more diethyl (N-cyanoimido)carbonate (0.318 g.) in ethanol (3 ml.) was added. The solution was stirred at room temperature for ...